This data is from the Open Reaction Database (ORD), a public repository of structured organic reaction records. The task is: describe an organic reaction: reactants, conditions, products, and yield Reactants: solid, BrC1=CC(=CC=2C=C3N(C12)CCNC3=O)C#N (6-bromo-1-oxo-1,2,3,4-tetrahydro-pyrazino[1,2-a]indole-8-carbonitrile), BrC1=CC(=CC=2C=C3N(C12)CCNC3=O)C#N (6-bromo-1-oxo-1,2,3,4-tetrahydro-pyrazino[1,2-a]indole-8-carbonitrile), CC1(OB(OC1(C)C)C=1C=CC(=NC1)N)C (5-(4,4,5,5-tetramethyl-1,3,2-dioxaborolan-2-yl)pyridin-2-amine). Yields the product NC1=CC=C(C=N1)C1=CC(=CC=2C=C3N(C12)CCNC3=O)C#N (6-(6-Aminopyridin-3-yl)-1-oxo-3,4-dihydro-2H-pyrazino[1,2-a]indole-8-carbonitrile). As a reaction SMILES: Br[C:2]1[C:10]2[N:9]3[CH2:11][CH2:12][NH:13][C:14](=[O:15])[C:8]3=[CH:7][C:6]=2[CH:5]=[C:4]([C:16]#[N:17])[CH:3]=1.CC1(C)C(C)(C)OB([C:26]2[CH:27]=[CH:28][C:29]([NH2:32])=[N:30][CH:31]=2)O1>>[NH2:32][C:29]1[N:30]=[CH:31][C:26]([C:2]2[C:10]3[N:9]4[CH2:11][CH2:12][NH:13][C:14](=[O:15])[C:8]4=[CH:7][C:6]=3[CH:5]=[C:4]([C:16]#[N:17])[CH:3]=2)=[CH:27][CH:28]=1. Procedure details: The title compound, light brown solid (46 mg, 61%), MS (ISN) m/z=304.5 [(M+H)+], mp 305° C., was prepared in accordance with the general method of example 1 from 6-bromo-1-oxo-1,2,3,4-tetrahydro-pyrazino[1,2-a]indole-8-carbonitrile (intermediate 15) (72.5 mg, 0.25 mmol) and commercially available 5-(4,4,5,5-tetramethyl-1,3,2-dioxaborolan-2-yl)pyridin-2-amine (71.5 mg, 0.325 mmol). Starting materials: N#Cc1ccc(S(N)(=O)=O)o1, CC(COC(c1ccccc1)(c1ccccc1)c1ccccc1)Oc1cc(Cl)nc(SCc2cccc(F)c2F)n1. Yields the product CC(COC(c1ccccc1)(c1ccccc1)c1ccccc1)Oc1cc(NS(=O)(=O)c2ccc(C#N)o2)nc(SCc2cccc(F)c2F)n1. Reaction SMILES: [C:1](#[N:2])[c:3]1[cH:4][cH:5][c:6]([S:8](=[O:9])(=[O:10])[NH2:11])[o:7]1.[Cl:12][c:13]1[n:14][c:15]([S:43][CH2:44][c:45]2[c:46]([F:52])[c:47]([F:51])[cH:48][cH:49][cH:50]2)[n:16][c:17]([O:19][CH:20]([CH2:21][O:22][C:23]([c:24]2[cH:25][cH:26][cH:27][cH:28][cH:29]2)([c:30]2[cH:31][cH:32][cH:33][cH:34][cH:35]2)[c:36]2[cH:37][cH:38][cH:39][cH:40][cH:41]2)[CH3:42])[cH:18]1>>[C:1](#[N:2])[c:3]1[cH:4][cH:5][c:6]([S:8](=[O:9])(=[O:10])[NH:11][c:13]2[n:14][c:15]([S:43][CH2:44][c:45]3[c:46]([F:52])[c:47]([F:51])[cH:48][cH:49][cH:50]3)[n:16][c:17]([O:19][CH:20]([CH2:21][O:22][C:23]([c:24]3[cH:25][cH:26][cH:27][cH:28][cH:29]3)([c:30]3[cH:31][cH:32][cH:33][cH:34][cH:35]3)[c:36]3[cH:37][cH:38][cH:39][cH:40][cH:41]3)[CH3:42])[cH:18]2)[o:7]1. Starting materials: ClC1=NN(C(=C1)C1=NC2=C(C(O1)=O)C=C(C=C2C)C#N)C2=NC=CC=C2Cl (2-[3-chloro-1-(3-chloro-2-pyridinyl)-1H-pyrazol-5-yl]-6-cyano-8-methyl-4H-3,1-benzoxazin-4-one), C(#N)C1C(NOC2=C1C=CC=C2)=O (cyanobenzoxazinone), CN (methylamine). Reaction SMILES: [Cl:1][C:2]1[CH:6]=[C:5]([C:7]2[O:12][C:11](=[O:13])[C:10]3[CH:14]=[C:15]([C:19]#[N:20])[CH:16]=[C:17]([CH3:18])[C:9]=3[N:8]=2)[N:4]([C:21]2[C:26]([Cl:27])=[CH:25][CH:24]=[CH:23][N:22]=2)[N:3]=1.[C:28](C1C2C=CC=CC=2ONC1=O)#[N:29].CN>O1CCCC1>[Cl:1][C:2]1[CH:6]=[C:5]([C:7]([NH:8][C:9]2[C:10]([C:11]([NH:29][CH3:28])=[O:13])=[CH:14][C:15]([C:19]#[N:20])=[CH:16][C:17]=2[CH3:18])=[O:12])[N:4]([C:21]2[C:26]([Cl:27])=[CH:25][CH:24]=[CH:23][N:22]=2)[N:3]=1. Product: ClC1=NN(C(=C1)C(=O)NC1=C(C=C(C=C1C(=O)NC)C#N)C)C1=NC=CC=C1Cl (3-chloro-1-(3-chloro-2-pyridinyl)-N-[4-cyano-2-methyl-6-[(methylamino)carbonyl]phenyl]-1H-pyrazole-5-carboxamide). Reaction conditions: time 5 minute. Procedure details: To a solution of 2-[3-chloro-1-(3-chloro-2-pyridinyl)-1H-pyrazol-5-yl]-6-cyano-8-methyl-4H-3,1-benzoxazin-4-one (e.g. the cyanobenzoxazinone product of Step F) (100 mg, 0.25 mmol) in tetrahydrofuran (5 mL) was added dropwise methylamine (2.0 M solution in THF, 0.5 mL, 1.0 mmol) and the reaction mixture was stirred for 5 minutes, at which point thin layer chromatography on silica gel confirmed completion of the reaction. The tetrahydrofuran solvent was evaporated under reduced pressure, and the r... Run in O1CCCC1 (tetrahydrofuran). The reactants are C(C)(C)(C)OC(NC1(CCC1)C1=CC=C(C=C1)C1=NC=2CCNC(C2C=C1C1=CC=CC=C1)=NN)=O (tert-butyl(1-(4-(5-hydrazono-3-phenyl-5,6,7,8-tetrahydro-1,6-naphthyridin-2-yl)phenyl)cyclobutyl)carbamate), C(OCC)(OCC)OCC (triethyl orthoformate). The product is C(C)(C)(C)OC(NC1(CCC1)C1=CC=C(C=C1)C1=NC=2CCN3C(C2C=C1C1=CC=CC=C1)=NN=C3)=O (tert-butyl(1-(4-(9-phenyl-5,6-dihydro-[1,2,4]triazolo[3,4-f][1,6]naphthyridin-8-yl)phenyl)cyclobutyl)carbamate). The yield is 22.0%. As a reaction SMILES: [C:1]([O:5][C:6](=[O:36])[NH:7][C:8]1([C:12]2[CH:17]=[CH:16][C:15]([C:18]3[C:27]([C:28]4[CH:33]=[CH:32][CH:31]=[CH:30][CH:29]=4)=[CH:26][C:25]4[C:24](=[N:34][NH2:35])[NH:23][CH2:22][CH2:21][C:20]=4[N:19]=3)=[CH:14][CH:13]=2)[CH2:11][CH2:10][CH2:9]1)([CH3:4])([CH3:3])[CH3:2].[CH:37](OCC)(OCC)OCC>>[C:1]([O:5][C:6](=[O:36])[NH:7][C:8]1([C:12]2[CH:13]=[CH:14][C:15]([C:18]3[C:27]([C:28]4[CH:29]=[CH:30][CH:31]=[CH:32][CH:33]=4)=[CH:26][C:25]4[C:24]5=[N:34][N:35]=[CH:37][N:23]5[CH2:22][CH2:21][C:20]=4[N:19]=3)=[CH:16][CH:17]=2)[CH2:11][CH2:10][CH2:9]1)([CH3:4])([CH3:2])[CH3:3]. Procedure: A solution of tert-butyl(1-(4-(5-hydrazono-3-phenyl-5,6,7,8-tetrahydro-1,6-naphthyridin-2-yl)phenyl)cyclobutyl)carbamate (40 mg, 0.08 mmol) in triethyl orthoformate (1 mL) was heated at 150° C. for 1.5 h under microwave irradiation. The resulting reaction mixture was concentrated to dryness under reduced pressure and purified by preparative HPLC (method G, gradient 5 to 95% 0.1% FA/ACN in 0.1% FA/H2O) to give the title compound (9 mg, 22%). 1H NMR (500 MHz, CDCl3): 8.47 (1H, s), 8.29 (1H, s), 7.... Starting materials: C(C1=CC=CC=C1)(C1=CC=CC=C1)=NNC1=C(SC=C1)C(=O)C1=NC2=C(N1COCC1=CC=CC=C1)C=C(C=C2)OC ([3-(N′-benzhydrylidene-hydrazino)-thiophen-2-yl]-(1-benzyloxymethyl-6-methoxy-1H-benzoimidazol-2-yl)-methanone), Cl (hydrochloric acid), C(C)O (ethanol), C([O-])([O-])=O.[K+].[K+] (potassium carbonate). The solvent is C(C)(=O)OCC.CCCCCCC (ethyl acetate heptane), O (water). Reaction conditions: temperature 75 celsius, time 260 minute. The product is COC=1C=CC2=C(NC(=N2)C=2C3=C(NN2)C=CS3)C1 (6-methoxy-2-(1H-thieno[3,2-c]pyrazol-3-yl)-1H-benzoimidazole). As a reaction SMILES: C(=[N:14][NH:15][C:16]1[CH:20]=[CH:19][S:18][C:17]=1[C:21]([C:23]1[N:27](COCC2C=CC=CC=2)[C:26]2[CH:37]=[C:38]([O:41][CH3:42])[CH:39]=[CH:40][C:25]=2[N:24]=1)=O)(C1C=CC=CC=1)C1C=CC=CC=1.Cl.C(O)C.C(=O)([O-])[O-].[K+].[K+]>O.C(OCC)(=O)C.CCCCCCC>[CH3:42][O:41][C:38]1[CH:39]=[CH:40][C:25]2[N:24]=[C:23]([C:21]3[C:17]4[S:18][CH:19]=[CH:20][C:16]=4[NH:15][N:14]=3)[NH:27][C:26]=2[CH:37]=1 |f:3.4.5,7.8|. Procedure: A mixture of [3-(N′-benzhydrylidene-hydrazino)-thiophen-2-yl]-(1-benzyloxymethyl-6-methoxy-1H-benzoimidazol-2-yl)-methanone (300 mg, 0.553 mmol, Example 2C), concentrated hydrochloric acid (4 mL), and ethanol (12 mL) is heated at 75° C. with stirring for 260 minutes. The reaction is allowed to cool to ambient temperature, diluted with water (40 mL), and basified with 5% aqueous potassium carbonate. The mixture is extracted with ethyl acetate and the combined extracts washed with water and brine ... Starting materials: C(C)(C)(C)C=1N=C(C=2C(N1)=NN(N2)CC)N2CC(CC2)(F)F (5-tert-Butyl-7-(3,3-difluoro-pyrrolidin-1-yl)-2-ethyl-2H-[1,2,3]triazolo[4,5-d]pyrimidine), C(C)(C)(C)C=1N=C(C2=C(N1)NN=N2)N2CC(CC2)(F)F (5-tert-butyl-7-(3,3-difluoropyrrolidin-1-yl)-3H-[1,2,3]triazolo[4,5-d]pyrimidine), ClC1=NC=C(C=C1CCl)Cl (2,5-dichloro-3-(chloromethyl)pyridine). Yields the product C(C)(C)(C)C=1N=C(C=2C(N1)=NN(N2)CC=2C(=NC=C(C2)Cl)Cl)N2CC(CC2)(F)F (5-tert-Butyl-2-(2,5-dichloro-pyridin-3-ylmethyl)-7-(3,3-difluoro-pyrrolidin-1-yl)-2H-[1,2,3]triazolo[4,5-d]pyrimidine). Reaction SMILES: [C:1]([C:5]1[N:6]=[C:7]([N:16]2[CH2:20][CH2:19][C:18]([F:22])([F:21])[CH2:17]2)[C:8]2[C:9](=[N:11][N:12]([CH2:14][CH3:15])[N:13]=2)[N:10]=1)([CH3:4])([CH3:3])[CH3:2].C(C1N=C(N2CCC(F)(F)C2)C2N=NNC=2N=1)(C)(C)C.[Cl:43][C:44]1C(CCl)=[CH:48][C:47]([Cl:52])=[CH:46][N:45]=1>>[C:1]([C:5]1[N:6]=[C:7]([N:16]2[CH2:20][CH2:19][C:18]([F:21])([F:22])[CH2:17]2)[C:8]2[C:9](=[N:11][N:12]([CH2:14][C:15]3[C:44]([Cl:43])=[N:45][CH:46]=[C:47]([Cl:52])[CH:48]=3)[N:13]=2)[N:10]=1)([CH3:2])([CH3:3])[CH3:4]. Reported procedure: In analogy to the procedure described for the synthesis of 5-tert-butyl-7-(3,3-difluoro-pyrrolidin-1-yl)-2-ethyl-2H-[1,2,3]triazolo[4,5-d]pyrimidine (example 3, step b), the title compound was prepared from 5-tert-butyl-7-(3,3-difluoropyrrolidin-1-yl)-3H-[1,2,3]triazolo[4,5-d]pyrimidine and 2,5-dichloro-3-(chloromethyl)pyridine and isolated as light yellow gum. MS (m/e): 442.3 (MH+). Reaction SMILES: [Cl:1][C:2]1[CH:11]=[C:10]2[C:5]([C:6](OS(C(F)(F)F)(=O)=O)=[C:7]([C:13]3[CH:18]=[C:17]([CH3:19])[CH:16]=[C:15]([CH3:20])[CH:14]=3)[C:8](=[O:12])[NH:9]2)=[CH:4][C:3]=1[N+:29]([O-:31])=[O:30].C(N(C(C)C)CC)(C)C.[CH2:41]([O:48][C:49]([N:51]1[CH2:56][CH2:55][CH2:54][CH2:53][CH:52]1[CH2:57][CH2:58][SH:59])=[O:50])[C:42]1[CH:47]=[CH:46][CH:45]=[CH:44][CH:43]=1>C(OCC)(=O)C.O>[CH2:41]([O:48][C:49]([N:51]1[CH2:56][CH2:55][CH2:54][CH2:53][CH:52]1[CH2:57][CH2:58][S:59][C:6]1[C:5]2[C:10](=[CH:11][C:2]([Cl:1])=[C:3]([N+:29]([O-:31])=[O:30])[CH:4]=2)[NH:9][C:8](=[O:12])[C:7]=1[C:13]1[CH:14]=[C:15]([CH3:20])[CH:16]=[C:17]([CH3:19])[CH:18]=1)=[O:50])[C:42]1[CH:43]=[CH:44][CH:45]=[CH:46][CH:47]=1. Reported procedure: To a solution of trifluoromethanesulfonic acid 7-chloro-3-(3,5-dimethylphenyl)-6-nitro-2-oxo-1,2-dihydroquinolin-4-yl ester (524 mg in 4 mL dry N,N-dimethylformamide) at 0° C. was added 0.38 mL diisopropylethylamine followed by 2-(2-mercaptoethyl)-piperidine-1-carboxylic acid benzyl ester (455 mg in 1 mL N,N-dimethylformamide) and the reaction allowed to warm to room temperature. After 1 hour, the mixture was diluted with ethyl acetate and water, and the layers separated. The organic portion was... Yield: 21.3%. Starting materials: ClC1=C(C=C2C(=C(C(NC2=C1)=O)C1=CC(=CC(=C1)C)C)OS(=O)(=O)C(F)(F)F)[N+](=O)[O-] (trifluoromethanesulfonic acid 7-chloro-3-(3,5-dimethylphenyl)-6-nitro-2-oxo-1,2-dihydroquinolin-4-yl ester), C(C)(C)N(CC)C(C)C (diisopropylethylamine), C(C1=CC=CC=C1)OC(=O)N1C(CCCC1)CCS (2-(2-mercaptoethyl)-piperidine-1-carboxylic acid benzyl ester). Yields the product C(C1=CC=CC=C1)OC(=O)N1C(CCCC1)CCSC1=C(C(NC2=CC(=C(C=C12)[N+](=O)[O-])Cl)=O)C1=CC(=CC(=C1)C)C (2-{2-[7-chloro-3-(3,5-dimethylphenyl)-6-nitro-2-oxo-1,2-dihydroquinolin-4-ylsulfanyl]-ethyl}-piperidine-1 -carboxylic acid benzyl ester). Run in C(C)(=O)OCC (ethyl acetate), O (water). Conditions: time 1 hour. Starting materials: O=C(Cl)OCc1ccccc1, O=C(O)C1CNC1, [Na+], O=C([O-])O, C1CCOC1, O. Product: O=C(O)C1CN(C(=O)OCc2ccccc2)C1. RXN SMILES: [CH2:13]([c:14]1[cH:15][cH:16][cH:17][cH:18][cH:19]1)[O:20][C:21](=[O:22])[Cl:23].[NH:1]1[CH2:2][CH:3]([C:5](=[O:6])[OH:7])[CH2:4]1.[Na+:12].[O-:8][C:9]([OH:10])=[O:11].[O:25]1[CH2:26][CH2:27][CH2:28][CH2:29]1.[OH2:24]>>[N:1]1([C:21]([O:20][CH2:13][c:14]2[cH:15][cH:16][cH:17][cH:18][cH:19]2)=[O:22])[CH2:2][CH:3]([C:5](=[O:6])[OH:7])[CH2:4]1.